Dataset: the Open Reaction Database (ORD), a public repository of structured organic reaction records. Task: describe an organic reaction: reactants, conditions, products, and yield Reactants: Nc1cc(Br)cnc1Cl, C1CCOC1, C[Si](C)(C)[N-][Si](C)(C)C, O=S(=O)(Cl)c1ccc(F)cc1Cl, [Na+], O. The product is O=S(=O)(Nc1cc(Br)cnc1Cl)c1ccc(F)cc1Cl. RXN SMILES: [Br:1][c:2]1[cH:3][c:4]([NH2:9])[c:5]([Cl:8])[n:6][cH:7]1.[CH2:32]1[O:33][CH2:34][CH2:35][CH2:36]1.[CH3:10][Si:11]([N-:12][Si:13]([CH3:14])([CH3:15])[CH3:16])([CH3:17])[CH3:18].[Cl:20][c:21]1[c:22]([S:28](=[O:29])(=[O:30])[Cl:31])[cH:23][cH:24][c:25]([F:27])[cH:26]1.[Na+:19].[OH2:37]>>[Br:1][c:2]1[cH:3][c:4]([NH:9][S:28]([c:22]2[c:21]([Cl:20])[cH:26][c:25]([F:27])[cH:24][cH:23]2)(=[O:29])=[O:30])[c:5]([Cl:8])[n:6][cH:7]1. The reactants are CC(=O)CC(=O)c1ccc(C(F)(F)F)cc1, Cc1sc(-c2ccccc2)nc1CCOc1ccc(CC(N)C(=O)O)cc1. The product is CC(=CC(=O)c1ccc(C(F)(F)F)cc1)NC(Cc1ccc(OCCc2nc(-c3ccccc3)sc2C)cc1)C(=O)O. RXN SMILES: [F:28][C:29]([c:30]1[cH:31][cH:32][c:33]([C:36]([CH2:37][C:38]([CH3:39])=[O:40])=[O:41])[cH:34][cH:35]1)([F:42])[F:43].[NH2:1][CH:2]([C:3](=[O:4])[OH:5])[CH2:6][c:7]1[cH:8][cH:9][c:10]([O:13][CH2:14][CH2:15][c:16]2[n:17][c:18](-[c:22]3[cH:23][cH:24][cH:25][cH:26][cH:27]3)[s:19][c:20]2[CH3:21])[cH:11][cH:12]1>>[NH:1]([CH:2]([C:3](=[O:4])[OH:5])[CH2:6][c:7]1[cH:8][cH:9][c:10]([O:13][CH2:14][CH2:15][c:16]2[n:17][c:18](-[c:22]3[cH:23][cH:24][cH:25][cH:26][cH:27]3)[s:19][c:20]2[CH3:21])[cH:11][cH:12]1)[C:38](=[CH:37][C:36]([c:33]1[cH:32][cH:31][c:30]([C:29]([F:28])([F:42])[F:43])[cH:35][cH:34]1)=[O:41])[CH3:39]. Starting materials: [BH4-], CO, [Cl-], ClCCl, CC(C)Cc1ccc(C=CC(c2ccc(CC(C)C)cc2)C(F)(S(=O)(=O)c2ccccc2)S(=O)(=O)c2ccccc2)cc1, [NH4+], [Na+], O=[O+][O-]. Product: CC(C)Cc1ccc(C(CO)C(F)(S(=O)(=O)c2ccccc2)S(=O)(=O)c2ccccc2)cc1. As a reaction SMILES: [BH4-:47].[CH3:51][OH:52].[Cl-:49].[Cl:53][CH2:54][Cl:55].[F:1][C:2]([CH:3]([CH:4]=[CH:5][c:6]1[cH:7][cH:8][c:9]([CH2:10][CH:11]([CH3:12])[CH3:13])[cH:14][cH:15]1)[c:16]1[cH:17][cH:18][c:19]([CH2:22][CH:23]([CH3:24])[CH3:25])[cH:20][cH:21]1)([S:26](=[O:27])(=[O:28])[c:29]1[cH:30][cH:31][cH:32][cH:33][cH:34]1)[S:35](=[O:36])(=[O:37])[c:38]1[cH:39][cH:40][cH:41][cH:42][cH:43]1.[NH4+:50].[Na+:48].[O-:44][O+:45]=[O:46]>>[F:1][C:2]([CH:3]([CH2:4][OH:44])[c:16]1[cH:17][cH:18][c:19]([CH2:22][CH:23]([CH3:24])[CH3:25])[cH:20][cH:21]1)([S:26](=[O:27])(=[O:28])[c:29]1[cH:30][cH:31][cH:32][cH:33][cH:34]1)[S:35](=[O:36])(=[O:37])[c:38]1[cH:39][cH:40][cH:41][cH:42][cH:43]1. Starting materials: CC1=CC(N2C3=C(C=C(C=C13)C(C(F)(F)F)(C(F)(F)F)O)SCC2)=O (2,3-dihydro-7-methyl-9-[2,2,2-trifluoro-1-hydroxy-1-(trifluoromethyl)ethyl]-5H-1,4-thiazino-[2,3,4-ij]-quinolin-5-one), [H-].[Na+] (sodium hydride), S(=O)(=O)(OC)OC (dimethyl sulfate), C(C)O (ethanol). Solvent: CN(C=O)C (dimethyl formamide). Yields the product CC1=CC(N2C3=C(C=C(C=C13)C(C(F)(F)F)(C(F)(F)F)OC)SCC2)=O (2,3-dihydro-7-methyl-9-[2,2,2-trifluoro-1-methoxy-1-(trifluoromethyl)ethyl]-5H-1,4-thiazino-[2,3,4-ij]-quinolin-5-one). RXN SMILES: [CH3:1][C:2]1[C:11]2[C:6]3=[C:7]([S:22][CH2:23][CH2:24][N:5]3[C:4](=[O:25])[CH:3]=1)[CH:8]=[C:9]([C:12]([OH:21])([C:17]([F:20])([F:19])[F:18])[C:13]([F:16])([F:15])[F:14])[CH:10]=2.[H-].[Na+].S(OC)(O[CH3:32])(=O)=O.C(O)C>CN(C)C=O>[CH3:1][C:2]1[C:11]2[C:6]3=[C:7]([S:22][CH2:23][CH2:24][N:5]3[C:4](=[O:25])[CH:3]=1)[CH:8]=[C:9]([C:12]([O:21][CH3:32])([C:13]([F:14])([F:15])[F:16])[C:17]([F:20])([F:18])[F:19])[CH:10]=2 |f:1.2|. Procedure details: To a solution of 2,3-dihydro-7-methyl-9-[2,2,2-trifluoro-1-hydroxy-1-(trifluoromethyl)ethyl]-5H-1,4-thiazino-[2,3,4-ij]-quinolin-5-one in dimethyl formamide can be added sodium hydride and dimethyl sulfate. The mixture can be stirred and heated in a nitrogen atmosphere until the reaction is complete, treated with ethanol and purified to give 2,3-dihydro-7-methyl-9-[2,2,2-trifluoro-1-methoxy-1-(trifluoromethyl)ethyl]-5H-1,4-thiazino-[2,3,4-ij]-quinolin-5-one. Reactants: Cl.COC([C@@H](N)C(C)C)=O (L-valine methyl ester hydrochloride), BrCC1=CC=C(C=C1)C1=C(C=CC=C1)C#N (4-bromomethyl-2′-cyanobiphenyl). Product: COC([C@@H](N)C(C)CCC1=CC=C(C=C1)C1=C(C=CC=C1)C#N)=O (4-[(2′-cyanobiphenyl-4-yl)methyl]-(L)-valine methyl ester). Reaction SMILES: Cl.[CH3:2][O:3][C:4](=[O:10])[C@H:5]([CH:7]([CH3:9])[CH3:8])[NH2:6].Br[CH2:12][C:13]1[CH:18]=[CH:17][C:16]([C:19]2[CH:24]=[CH:23][CH:22]=[CH:21][C:20]=2[C:25]#[N:26])=[CH:15][CH:14]=1>>[CH3:2][O:3][C:4](=[O:10])[C@H:5]([CH:7]([CH2:9][CH2:12][C:13]1[CH:14]=[CH:15][C:16]([C:19]2[CH:24]=[CH:23][CH:22]=[CH:21][C:20]=2[C:25]#[N:26])=[CH:17][CH:18]=1)[CH3:8])[NH2:6] |f:0.1|. Reported procedure: L-valine methyl ester hydrochloride is N-alkylated with 4-bromomethyl-2′-cyanobiphenyl, the product 4-[(2′-cyanobiphenyl-4-yl)methyl]-(L)-valine methyl ester thus formed is N-acylated with valeryl chloride to give N-[(2′-cyanobiphenyl-4-yl)methyl]-N-valeryl-(L)-valine methyl ester. N-[(2′-cyanobiphenyl-4-yl)methyl]-N-valeryl-(L)-valine methyl ester is treated with tributyltin azide to give valsartan methyl ester, which is then hydrolyzed under alkaline condition to give finally valsartan. The reactants are O=C1CCCNC2=C1C=CC=C2 (5-oxo-2,3,4,5-tetrahydro-1H-1-benzazepine), C(C(=O)Cl)(=O)Cl (oxalyl chloride), CN(C=O)C (dimethylformamide), COC=1C(=CC=C(C1)C(=O)O)C1=CC=CC=C1 (2-methoxybiphen-4-ylcarboxylic acid). Solvent: ClCCl (dichloromethane), C(C)N(CC)CC (triethylamine), ClCCl (dichloromethane), O (water). Run at time 1 hour. The product is COC1=C(C2=CC=C(C=C2)C(=O)N2CCCC(C3=C2C=CC=C3)=O)C=CC=C1 (1-(2'-methoxybiphen-4-ylcarbonyl)-5-oxo-2,3,4,5-tetrahydro-1H-1-benzazepine). RXN SMILES: CO[C:3]1[C:4]([C:12]2[CH:17]=[CH:16][CH:15]=[CH:14][CH:13]=2)=[CH:5][CH:6]=[C:7]([C:9]([OH:11])=O)[CH:8]=1.C(Cl)(=O)[C:19](Cl)=[O:20].CN(C)C=O.[O:29]=[C:30]1[C:36]2[CH:37]=[CH:38][CH:39]=[CH:40][C:35]=2[NH:34][CH2:33][CH2:32][CH2:31]1>ClCCl.O.C(N(CC)CC)C>[CH3:19][O:20][C:17]1[CH:16]=[CH:15][CH:14]=[CH:13][C:12]=1[C:4]1[CH:3]=[CH:8][C:7]([C:9]([N:34]2[C:35]3[CH:40]=[CH:39][CH:38]=[CH:37][C:36]=3[C:30](=[O:29])[CH2:31][CH2:32][CH2:33]2)=[O:11])=[CH:6][CH:5]=1. Procedure: A 1.67 g portion of 2-methoxybiphen-4-ylcarboxylic acid was dissolved in 17 ml of dichloromethane, 0.95 ml of oxalyl chloride and a catalytically effective amount of dimethylformamide were added to the resulting solution with cooling on an ice bath and then the resulting mixture was warmed up to room temperature. When completion of foaming was confirmed, the reaction solution was concentrated under a reduced pressure and subjected to azeotropic treatment with toluene twice. The thus obtained res...